Dataset: the Open Reaction Database (ORD), a public repository of structured organic reaction records. Task: describe an organic reaction: reactants, conditions, products, and yield Reactants: ClC1=CC=C(C=C1)C1(C(CCCC1)=O)CC#N ([1-(4-Chlorophenyl)-2-oxo-cyclohexyl]-acetonitrile), C(C)(C)(C)OC(N(C)C)N(C)C (tert.-butoxy-bis-(dimethylamino)-methane). Product: ClC1=CC=C(C=C1)C1(C(C(CCC1)=CN(C)C)=O)CC#N ([1-(4-Chloro-phenyl)-3-[1-dimethylamino-methylidene]-2-oxo-cyclohexyl]-acetonitrile). RXN SMILES: [Cl:1][C:2]1[CH:7]=[CH:6][C:5]([C:8]2([CH2:15][C:16]#[N:17])[CH2:13][CH2:12][CH2:11][CH2:10][C:9]2=[O:14])=[CH:4][CH:3]=1.C(O[CH:23](N(C)C)[N:24]([CH3:26])[CH3:25])(C)(C)C>>[Cl:1][C:2]1[CH:3]=[CH:4][C:5]([C:8]2([CH2:15][C:16]#[N:17])[CH2:13][CH2:12][CH2:11][C:10](=[CH:23][N:24]([CH3:26])[CH3:25])[C:9]2=[O:14])=[CH:6][CH:7]=1. Reported procedure: [1-(4-Chlorophenyl)-2-oxo-cyclohexyl]-acetonitrile (101 mg, 0.43 mmol) was reacted with tert.-butoxy-bis-(dimethylamino)-methane using in analogous manner the procedure described in example 45a) to give crude title compound (149 mg) as a red oil which was used directly in the next step. The reactants are O=C1CCC(=O)N1Br, COC(=O)c1ccccc1C, ClC(Cl)(Cl)Cl, ClCCl, CC(C)(C#N)N=NC(C)(C)C#N. The product is COC(=O)c1ccccc1CBr. As a reaction SMILES: [Br:12][N:13]1[C:14](=[O:15])[CH2:16][CH2:17][C:18]1=[O:19].[CH3:1][c:2]1[c:3]([C:4](=[O:5])[O:6][CH3:7])[cH:8][cH:9][cH:10][cH:11]1.[Cl:32][C:33]([Cl:34])([Cl:35])[Cl:36].[Cl:37][CH2:38][Cl:39].[N:20]#[C:21][C:22]([N:23]=[N:24][C:25]([C:26]#[N:27])([CH3:28])[CH3:29])([CH3:30])[CH3:31]>>[CH2:1]([c:2]1[c:3]([C:4](=[O:5])[O:6][CH3:7])[cH:8][cH:9][cH:10][cH:11]1)[Br:12]. Starting materials: BrC1=C(C=CC(=C1)F)S(=O)(=O)Cl (2-Bromo-4-fluorobenzenesulfonyl chloride), NC1=C(C=2OC[C@@H]3N(C2C=C1)CC3)C(=O)OC(C)(C)C (tert-butyl (R)-6-amino-1,2,2a,3-tetrahydro-4-oxa-8b-azacyclobuta[a]naphthalene-5-carboxylate), NC1=C(C=2OC[C@@H]3N(C2C=C1)CC3)C(=O)OC(C)(C)C (tert-butyl (R)-6-amino-1,2,2a,3-tetrahydro-4-oxa-8b-azacyclobuta[a]naphthalene-5-carboxylate). The solvent is N1=CC=CC=C1 (pyridine), C(Cl)Cl (DCM). Conditions: time 1 hour. Yields the product BrC1=C(C=CC(=C1)F)S(=O)(=O)NC1=C(C=2OC[C@@H]3N(C2C=C1)CC3)C(=O)OC(C)(C)C (tert-butyl (R)-6-(2-bromo-4-fluorobenzenesulfonylamino)-1,2,2a,3-tetrahydro-4-oxa-8b-azacyclobuta-[a]naphthalene-5-carboxylate). Yield: 36.3%. Reaction SMILES: [Br:1][C:2]1[CH:7]=[C:6]([F:8])[CH:5]=[CH:4][C:3]=1[S:9](Cl)(=[O:11])=[O:10].[NH2:13][C:14]1[CH:23]=[CH:22][C:21]2[N:20]3[CH2:24][CH2:25][C@@H:19]3[CH2:18][O:17][C:16]=2[C:15]=1[C:26]([O:28][C:29]([CH3:32])([CH3:31])[CH3:30])=[O:27]>N1C=CC=CC=1.C(Cl)Cl>[Br:1][C:2]1[CH:7]=[C:6]([F:8])[CH:5]=[CH:4][C:3]=1[S:9]([NH:13][C:14]1[CH:23]=[CH:22][C:21]2[N:20]3[CH2:24][CH2:25][C@@H:19]3[CH2:18][O:17][C:16]=2[C:15]=1[C:26]([O:28][C:29]([CH3:32])([CH3:31])[CH3:30])=[O:27])(=[O:11])=[O:10]. Procedure details: 2-Bromo-4-fluorobenzenesulfonyl chloride (0.091 g) was added to a solution of tert-butyl (R)-6-amino-1,2,2a,3-tetrahydro-4-oxa-8b-azacyclobuta[a]naphthalene-5-carboxylate (Intermediate 44, 0.092 g) in pyridine (2 mL) and DCM (2 mL) and the mixture was stirred at room temperature for 1 hour. The mixture was concentrated in vacuo and the residue was partitioned between DCM and 1M hydrochloric acid and filtered through a phase separator. The filtrate was concentrated in vacuo and the residue was pu... The reactants are BrC=1C=C2C=CN=CC2=CC1 (6-bromoisoquinoline), ClC1=NC=C(C=C1NS(=O)(=O)C1=CC=C(C=C1)F)B1OC(C(O1)(C)C)(C)C (N-(2-chloro-5-(4,4,5,5-tetramethyl-1,3,2-dioxaborolan-2-yl)pyridin-3-yl)-4-fluorobenzenesulfonamide), C([O-])([O-])=O.[Na+].[Na+] (sodium carbonate), O1CCOCC1.O (dioxane H2O). Reagents/catalysts: C1=CC=C(C=C1)P([C-]2C=CC=C2)C3=CC=CC=C3.C1=CC=C(C=C1)P([C-]2C=CC=C2)C3=CC=CC=C3.Cl[Pd]Cl.[Fe+2] (1,1′-bis(diphenylphosphino)ferrocene-palladium dichloride). The solvent is O (Water). Conditions: temperature 100 celsius. Product: ClC1=NC=C(C=C1NS(=O)(=O)C1=CC=C(C=C1)F)C=1C=C2C=CN=CC2=CC1 (N-(2-chloro-5-(isoquinolin-6-yl)pyridin-3-yl)-4-fluorobenzenesulfonamide). The yield is 8.3%. As a reaction SMILES: Br[C:2]1[CH:3]=[C:4]2[C:9](=[CH:10][CH:11]=1)[CH:8]=[N:7][CH:6]=[CH:5]2.[Cl:12][C:13]1[C:18]([NH:19][S:20]([C:23]2[CH:28]=[CH:27][C:26]([F:29])=[CH:25][CH:24]=2)(=[O:22])=[O:21])=[CH:17][C:16](B2OC(C)(C)C(C)(C)O2)=[CH:15][N:14]=1.C(=O)([O-])[O-].[Na+].[Na+].O1CCOCC1.O>C1C=CC(P(C2C=CC=CC=2)[C-]2C=CC=C2)=CC=1.C1C=CC(P(C2C=CC=CC=2)[C-]2C=CC=C2)=CC=1.Cl[Pd]Cl.[Fe+2].O>[Cl:12][C:13]1[C:18]([NH:19][S:20]([C:23]2[CH:28]=[CH:27][C:26]([F:29])=[CH:25][CH:24]=2)(=[O:22])=[O:21])=[CH:17][C:16]([C:2]2[CH:3]=[C:4]3[C:9](=[CH:10][CH:11]=2)[CH:8]=[N:7][CH:6]=[CH:5]3)=[CH:15][N:14]=1 |f:2.3.4,5.6,7.8.9.10|. Procedure details: (Some starting materials may be obtained from Kalexsyn, Kalamazoo, Mich.) A glass microwave reaction vessel was charged with 6-bromoisoquinoline (120 mg, 0.58 mmol), N-(2-chloro-5-(4,4,5,5-tetramethyl-1,3,2-dioxaborolan-2-yl)pyridin-3-yl)-4-fluorobenzenesulfonamide (262 mg, 0.6 mmol), 1,1′-bis(diphenylphosphino)ferrocene-palladium dichloride (32 mg, 0.04 mmol), sodium carbonate (183 mg, 1.730 mmol), and dioxane-H2O (2:1, 3 mL). The reaction mixture was sealed and heated at 100° C. for 1 h. Water... Starting materials: BrC1=C(C(=CC=C1)N)O (2-bromo-6-aminophenol), N12CCCCCC2=NCCC1 (1.8-diazabicyclo[5.4.0]undec-7-ene), CCC(C(=O)OCC)Br (DL-Ethyl 2-bromobutyrate). Run in CN1C(CCC1)=O (1-Methyl-2-pyrrolidinone). The product is BrC1=CC=CC2=C1OC(C(N2)=O)CC (8-bromo-2-ethyl-2H-benzo[b][1,4]oxazin-3(4H)-one). Isolated yield 71.0%. RXN SMILES: [Br:1][C:2]1[CH:7]=[CH:6][CH:5]=[C:4]([NH2:8])[C:3]=1[OH:9].N12CCCN=C1CCCCC2.[CH3:21][CH2:22][CH:23](Br)[C:24](OCC)=[O:25]>CN1CCCC1=O>[Br:1][C:2]1[C:3]2[O:9][CH:23]([CH2:22][CH3:21])[C:24](=[O:25])[NH:8][C:4]=2[CH:5]=[CH:6][CH:7]=1. Reported procedure: Procedure & NMR Data: 1.5 g (7.9 mmol) of 2-bromo-6-aminophenol, 1.08 ml (0.9 eq, 7.11 mmol) of 1.8-diazabicyclo[5.4.0]undec-7-ene and 3.5 mL of DL-Ethyl 2-bromobutyrate (3 eq, 23.7 mmol)) in 30 mL of 1-Methyl-2-pyrrolidinone were mixed. 1.447 g of P1 were obtained, yield 71%. Starting materials: ClC=1C=C2CCC(CC2=CC1)=O (6-chloro-2-tetralone), CC(=CC(=O)N)C (3,3-dimethylacrylamide), CO[Si](OC)(OC)OC (tetramethoxysilane), [F-].[Cs+] (cesium fluoride). The solvent is C1(=CC=CC=C1)C (toluene). Product: ClC1=CC2=C(C=3C(CC(NC3CC2)=O)(C)C)C=C1 (8-chloro-1,1-dimethyl-1,2,5,6-tetrahydrobenzo[f]-quinolin-3-one). RXN SMILES: [Cl:1][C:2]1[CH:3]=[C:4]2[C:9](=[CH:10][CH:11]=1)[CH2:8][C:7](=O)[CH2:6][CH2:5]2.[CH3:13][C:14]([CH3:19])=[CH:15][C:16]([NH2:18])=[O:17].CO[Si](OC)(OC)OC.[F-].[Cs+]>C1(C)C=CC=CC=1>[Cl:1][C:2]1[CH:11]=[CH:10][C:9]2[C:8]3[C:14]([CH3:19])([CH3:13])[CH2:15][C:16](=[O:17])[NH:18][C:7]=3[CH2:6][CH2:5][C:4]=2[CH:3]=1 |f:3.4|. Procedure: A suspension of 127 g (0.7 mol) of 6-chloro-2-tetralone, 70.0 g (0.7 mol) of 3,3-dimethylacrylamide, 63.6 ml (0.42 mol) of tetramethoxysilane and 85.3 g (0.56 mol) of cesium fluoride in 400 ml of toluene is boiled under reflux for 18 hours. Distillation of the solvent in a vacuum, extraction with methylene chloride/water, chromatography on silica gel with ethyl acetate/hexane (1:1) and recrystallization from methylene chloride/hexane yields 8-chloro-1,1-dimethyl-1,2,5,6-tetrahydrobenzo[f]-quinol...